Dataset: the Open Reaction Database (ORD), a public repository of structured organic reaction records. Task: describe an organic reaction: reactants, conditions, products, and yield Reaction SMILES: [C:9]([O:10][BH-:11]([O:12][C:13](=[O:14])[CH3:15])[O:16][C:17](=[O:18])[CH3:19])(=[O:20])[CH3:21].[Cl:34][CH2:35][Cl:36].[F:23][CH2:24][C:25]([CH2:26][F:27])=[O:28].[NH:1]1[CH2:2][CH2:3][CH:4]([CH2:7][OH:8])[CH2:5][CH2:6]1.[Na+:22].[Na+:33].[O-:29][C:30]([OH:31])=[O:32]>>[N:1]1([CH:25]([CH2:24][F:23])[CH2:26][F:27])[CH2:2][CH2:3][CH:4]([CH2:7][OH:8])[CH2:5][CH2:6]1. Reactants: CC(=O)O[BH-](OC(C)=O)OC(C)=O, ClCCl, O=C(CF)CF, OCC1CCNCC1, [Na+], [Na+], O=C([O-])O. Yields the product OCC1CCN(C(CF)CF)CC1. Starting materials: CO, Cl, CCOC(=O)C(F)Cc1ccc(OCc2ccc(CN(CCc3ccccc3)c3nc(-c4ccccc4)cs3)cc2)cc1, [Li+], C1CCOC1, [OH-], O, O. Product: O=C(O)C(F)Cc1ccc(OCc2ccc(CN(CCc3ccccc3)c3nc(-c4ccccc4)cs3)cc2)cc1. Reaction SMILES: [CH3:54][OH:55].[ClH:52].[F:1][CH:2]([C:3](=[O:4])[O:5][CH2:6][CH3:7])[CH2:8][c:9]1[cH:10][cH:11][c:12]([O:15][CH2:16][c:17]2[cH:18][cH:19][c:20]([CH2:23][N:24]([c:25]3[s:26][cH:27][c:28](-[c:30]4[cH:31][cH:32][cH:33][cH:34][cH:35]4)[n:29]3)[CH2:36][CH2:37][c:38]3[cH:39][cH:40][cH:41][cH:42][cH:43]3)[cH:21][cH:22]2)[cH:13][cH:14]1.[Li+:51].[O:44]1[CH2:45][CH2:46][CH2:47][CH2:48]1.[OH-:50].[OH2:49].[OH2:53]>>[F:1][CH:2]([C:3](=[O:4])[OH:5])[CH2:8][c:9]1[cH:10][cH:11][c:12]([O:15][CH2:16][c:17]2[cH:18][cH:19][c:20]([CH2:23][N:24]([c:25]3[s:26][cH:27][c:28](-[c:30]4[cH:31][cH:32][cH:33][cH:34][cH:35]4)[n:29]3)[CH2:36][CH2:37][c:38]3[cH:39][cH:40][cH:41][cH:42][cH:43]3)[cH:21][cH:22]2)[cH:13][cH:14]1. Starting materials: NC1=C(C=NN1C1=C(C=C(C=C1F)C(F)(F)F)Cl)C(=O)OCC (5-amino-4-ethoxycarbonyl-1-(2-chloro-6-fluoro-4-trifluoromethylphenyl)-pyrazole), S(O)(O)(=O)=O (sulphuric acid). The product is NC1=CC=NN1C1=C(C=C(C=C1F)C(F)(F)F)Cl (5-amino-1-(2-chloro-6-fluoro-4-trifluoromethylphenyl)-pyrazole). Yield: 82.1%. RXN SMILES: [NH2:1][C:2]1[N:6]([C:7]2[C:12]([F:13])=[CH:11][C:10]([C:14]([F:17])([F:16])[F:15])=[CH:9][C:8]=2[Cl:18])[N:5]=[CH:4][C:3]=1C(OCC)=O.S(=O)(=O)(O)O>>[NH2:1][C:2]1[N:6]([C:7]2[C:12]([F:13])=[CH:11][C:10]([C:14]([F:15])([F:17])[F:16])=[CH:9][C:8]=2[Cl:18])[N:5]=[CH:4][CH:3]=1. Procedure details: 250 g (0.71 mol) of 5-amino-4-ethoxycarbonyl-1-(2-chloro-6-fluoro-4-trifluoromethylphenyl)-pyrazole are heated in 650 ml of 50% strength aqueous sulphuric acid at 120° C. for 2 hours, during which the volatile constituents distil off. The mixture is heated at 115° C. to 120° C. for a further 5 hours and then cooled, 3 l of ice-water are added, the pH is adjusted to 8 to 9 using aqueous sodium hydroxide solution, and the precipitate formed is filtered off, washed with water and dried in vacuo at ... The reactants are C(C)(C)(C)OC(=O)N1CCN(CC1)CCCOC1=C(C=C(C=C1)C(=O)OCC)F (4-[3-(4-ethoxycarbonyl-2-fluoro-phenoxy)-propyl]-piperazine-1-carboxylic acid tert-butyl ester), [OH-].[Na+] (NaOH), [OH-].[Na+] (NaOH). The solvent is O1CCOCC1 (dioxan). Conditions: temperature 50 celsius, time 18 hour. The product is C(C)(C)(C)OC(=O)N1CCN(CC1)CCCOC1=C(C=C(C=C1)C(=O)O)F (4-[3-(4-Carboxy-2-fluoro-phenoxy)-propyl]-piperazine-1-carboxylic Acid Tert-butyl Ester). The yield is 92.0%. As a reaction SMILES: [C:1]([O:5][C:6]([N:8]1[CH2:13][CH2:12][N:11]([CH2:14][CH2:15][CH2:16][O:17][C:18]2[CH:23]=[CH:22][C:21]([C:24]([O:26]CC)=[O:25])=[CH:20][C:19]=2[F:29])[CH2:10][CH2:9]1)=[O:7])([CH3:4])([CH3:3])[CH3:2].[OH-].[Na+]>O1CCOCC1>[C:1]([O:5][C:6]([N:8]1[CH2:9][CH2:10][N:11]([CH2:14][CH2:15][CH2:16][O:17][C:18]2[CH:23]=[CH:22][C:21]([C:24]([OH:26])=[O:25])=[CH:20][C:19]=2[F:29])[CH2:12][CH2:13]1)=[O:7])([CH3:4])([CH3:2])[CH3:3] |f:1.2|. Reported procedure: A solution of 4-[3-(4-ethoxycarbonyl-2-fluoro-phenoxy)-propyl]-piperazine-1-carboxylic acid tert-butyl ester from Example E39.1 (1.7 g, 4.1 mmol) in dioxan (25 ml) was treated with 2N NaOH (3 ml) and the mixture stirred at 50° C. for 18 h. A further aliquot of 2N NaOH was added (2 ml), and stirring continued at 50° C. for 3 h. Solvents were removed in vacuo and azeotroped with toluene. The residue was purified by flash chromatography on silica gel (eluant; 1% acetic acid:9% methanol:90% chlorofo... Reactants: aldehyde, [OH-].[Na+] (sodium hydroxide), O (water), OC1=C(CO)C=CC=C1 (o-hydroxybenzyl alcohol). The reagents and catalysts are [Pd] (palladium-on-charcoal). The solvent is C(Cl)Cl (methylene chloride). The product is OC1=C(C=O)C=CC=C1 (o-hydroxybenzaldehyde). As a reaction SMILES: [OH-].[Na+].O.[OH:4][C:5]1[CH:12]=[CH:11][CH:10]=[CH:9][C:6]=1[CH2:7][OH:8]>[Pd].C(Cl)Cl>[OH:4][C:5]1[CH:12]=[CH:11][CH:10]=[CH:9][C:6]=1[CH:7]=[O:8] |f:0.1|. Procedure: In substantially the same manner as in Example 1, 0.16 part of sodium hydroxide, 60 parts of water, 3.2 parts of 5 percent palladium-on-charcoal, 264 parts of methylene chloride and 5 parts of o-hydroxybenzyl alcohol are stirred in the presence of air and refluxed at 45° C.-48° C. for approximately three hours; VPC analysis of the reaction mixture at 160° C. reveals aldehyde formation. The crude reaction mixture is filtered and separated as in Example 1. 2.01 Parts of o-hydroxybenzaldehyde are i... The reactants are CC1=C(N)C=C(C=C1C)[N+](=O)[O-] (2,3-dimethyl-5-nitroaniline), C(OC)(OC)OC (trimethyl orthoformate), C1(=CC=C(C=C1)S(=O)(=O)O)C (para-toluenesulphonic acid). Yields the product CC1=C(C=C(C=C1C)[N+](=O)[O-])N=COC (Methyl N-(2,3-Dimethyl-5-Nitrophenyl)Formimidate). As a reaction SMILES: [CH3:1][C:2]1[C:8]([CH3:9])=[CH:7][C:6]([N+:10]([O-:12])=[O:11])=[CH:5][C:3]=1[NH2:4].[CH:13](OC)(OC)[O:14][CH3:15].C1(C)C=CC(S(O)(=O)=O)=CC=1>>[CH3:1][C:2]1[C:8]([CH3:9])=[CH:7][C:6]([N+:10]([O-:12])=[O:11])=[CH:5][C:3]=1[N:4]=[CH:13][O:14][CH3:15]. Procedure details: 66.4 g of 2,3-dimethyl-5-nitroaniline, 0.4 l of trimethyl orthoformate and 1.6 g of para-toluenesulphonic acid are mixed and heated to reflux for 3 hours. Reactants: CCN(C(C)C)C(C)C (DIEA), [N+](=O)([O-])C1=CC=C(C=C1)OC([C@@H](NC(=O)OCC1=CC=CC=C1)C(C)C)=O (benzyloxycarbonyl-L-valine p-nitrophenyl ester), C=1C=CC2=C(C1)N=NN2O (HOBt), C1=CC=C2C(=C1)C(=O)C(C2=O)(O)O (ninhydrin), COC([C@@H](NC([C@@H](NC(=O)OCC1=CC=CC=C1)CC(C)C)=O)[C@H](O)C)=O (Benzyloxycarbonyl-L-leucyl-L-threonine methyl ester). The reagents and catalysts are [Pd] (Pd on charcoal). The solvent is CCO (EtOH), Cl (HCl). Product: COC([C@@H](NC([C@@H](NC([C@@H](NC(=O)OCC1=CC=CC=C1)C(C)C)=O)CC(C)C)=O)[C@H](O)C)=O (Benzyloxycarbonyl-L-valyl-L-leucyl-L-threonine methyl ester). Reaction SMILES: [CH3:1][O:2][C:3](=[O:27])[C@H:4]([C@@H:24]([CH3:26])[OH:25])[NH:5][C:6](=[O:23])[C@H:7]([CH2:19][CH:20]([CH3:22])[CH3:21])[NH:8]C(OCC1C=CC=CC=1)=O.CCN(C(C)C)C(C)C.[N+](C1C=CC(O[C:47](=[O:63])[C@H:48]([CH:60]([CH3:62])[CH3:61])[NH:49][C:50]([O:52][CH2:53][C:54]2[CH:59]=[CH:58][CH:57]=[CH:56][CH:55]=2)=[O:51])=CC=1)([O-])=O.C1C=CC2N(O)N=NC=2C=1.C1C=C2C(C(O)(O)C(=O)C2=CC=1)=O>CCO.Cl.[Pd]>[CH3:1][O:2][C:3](=[O:27])[C@H:4]([C@@H:24]([CH3:26])[OH:25])[NH:5][C:6](=[O:23])[C@H:7]([CH2:19][CH:20]([CH3:22])[CH3:21])[NH:8][C:47](=[O:63])[C@H:48]([CH:60]([CH3:61])[CH3:62])[NH:49][C:50]([O:52][CH2:53][C:54]1[CH:55]=[CH:56][CH:57]=[CH:58][CH:59]=1)=[O:51]. Procedure details: Benzyloxycarbonyl-L-leucyl-L-threonine methyl ester (I, 3.8 g, 10 mmole) was dissolved in a mixture of 95% EtOH (50 ml) and 1 N HCl (10 ml) and hydrogenated in the presence of a 10% Pd on charcoal catalyst (0.8 g). After removal of the catalyst and the solvent the residue was dissolved in DMF (35 ml), treated with DIEA (1.6 ml, 10 mmole), benzyloxycarbonyl-L-valine p-nitrophenyl ester (4.3 g, 12 mmole) and HOBt (1.5 g, 10 mmole). After a negative spot test with ninhydrin indicated the completion...